This data is from the Open Reaction Database (ORD), a public repository of structured organic reaction records. The task is: describe an organic reaction: reactants, conditions, products, and yield Starting materials: OO (hydrogen peroxide), BrC1=CC=C(C=C1)[C@@](C)(C1CC1)B1OC(C(O1)(C)C)(C)C ((S)-2-(1-(4-bromophenyl)-1-cyclopropylethyl)-4,4,5,5-tetramethyl-1,3,2-dioxaborolane), solution, C(C)(C)NC(C)C.[Li] (lithium diisopropylamine), ClCCl (dichloromethane), C(C)C1=CC=CC=C1 (ethyl benzene), OO (hydrogen peroxide). RXN SMILES: [Br:1][C:2]1[CH:7]=[CH:6][C:5]([C@:8](B2OC(C)(C)C(C)(C)O2)([CH:10]2CC2)[CH3:9])=[CH:4][CH:3]=1.ClCCl.C(N[CH:29]([CH3:31])[CH3:30])(C)C.[Li].C(C1C=CC=CC=1)C.[OH:41]O>C1COCC1.CO.CCCCCCC>[Br:1][C:2]1[CH:3]=[CH:4][C:5]([C@:8]([CH:29]2[CH2:31][CH2:30]2)([CH3:9])[CH:10]=[O:41])=[CH:6][CH:7]=1 |f:2.3,^1:31|. Solvent: CO (methanol), C1CCOC1 (THF), CCCCCCC (heptane). Conditions: temperature -40 celsius, time 30 minute. The product is BrC1=CC=C(C=C1)[C@@](C=O)(C)C1CC1 ((R)-2-(4-bromophenyl)-2-cyclopropylpropanal). Procedure: To a clean and dry 2 L reactor (vessel 1) under an inert atmosphere (nitrogen) is charged the (S)-2-(1-(4-bromophenyl)-1-cyclopropylethyl)-4,4,5,5-tetramethyl-1,3,2-dioxaborolane solution (6, 7.50 kg, 47 wt %, 10.0 mol, 1.00 equiv). The batch is concentrated via vacuum distillation (Tjacket NMT 50° C.) to reduce the batch to ˜7 L (˜2 vols). To the batch is charged tetrahydrofuran (6 L) and agitation is initiated. The batch is concentrated via vacuum distillation (Tjacket NMT 50° C.) to reduce th... Product: CCOC(=O)C(Cc1ccc(OCC(=O)N(Cc2ccc(Cl)cc2)Cc2ccc(C(C)(C)C)cc2)cc1)OCC. The reactants are F[B-](F)(F)F, CC(C)(C)c1ccc(CNCc2ccc(Cl)cc2)cc1, CCOC(=O)C(Cc1ccc(OCC(=O)O)cc1)OCC, ClCCl, CCN(C(C)C)C(C)C, CN(C)C(On1nnc2ccccc21)=[N+](C)C. RXN SMILES: [B-:51]([F:52])([F:53])([F:54])[F:55].[C:22]([CH3:23])([CH3:24])([CH3:25])[c:26]1[cH:27][cH:28][c:29]([CH2:30][NH:31][CH2:32][c:33]2[cH:34][cH:35][c:36]([Cl:39])[cH:37][cH:38]2)[cH:40][cH:41]1.[CH2:1]([CH3:2])[O:3][CH:4]([CH2:5][c:6]1[cH:7][cH:8][c:9]([O:10][CH2:11][C:12](=[O:13])[OH:14])[cH:15][cH:16]1)[C:17](=[O:18])[O:19][CH2:20][CH3:21].[CH2:73]([Cl:74])[Cl:75].[CH:42]([N:43]([CH2:44][CH3:45])[CH:46]([CH3:47])[CH3:48])([CH3:49])[CH3:50].[n:56]1([O:57][C:58]([N:59]([CH3:60])[CH3:61])=[N+:62]([CH3:63])[CH3:64])[c:65]2[cH:66][cH:67][cH:68][cH:69][c:70]2[n:71][n:72]1>>[CH2:1]([CH3:2])[O:3][CH:4]([CH2:5][c:6]1[cH:7][cH:8][c:9]([O:10][CH2:11][C:12](=[O:14])[N:31]([CH2:30][c:29]2[cH:28][cH:27][c:26]([C:22]([CH3:23])([CH3:24])[CH3:25])[cH:41][cH:40]2)[CH2:32][c:33]2[cH:34][cH:35][c:36]([Cl:39])[cH:37][cH:38]2)[cH:15][cH:16]1)[C:17](=[O:18])[O:19][CH2:20][CH3:21].